This data is from the Open Reaction Database (ORD), a public repository of structured organic reaction records. The task is: describe an organic reaction: reactants, conditions, products, and yield The reactants are C=C(C)C (isobutene), C(O)([O-])=O.[Na+] (sodium hydrogen carbonate), C(C(C)C)[C@@H](C(=O)OCC1=CC=C(C=C1)[N+](=O)[O-])CC(=O)O (1-(4-nitrobenzyl) hydrogen 2(R)-isobutylsuccinate), S(O)(O)(=O)=O (sulfuric acid). Solvent: C(C)OCC (diethyl ether), O (water). Run at time 2 day. Yields the product C(C(C)C)[C@@H](C(=O)OCC1=CC=C(C=C1)[N+](=O)[O-])CC(=O)OC(C)(C)C (4-tert.butyl 1-(4nitrobenzyl) 2(R)-isobutylsuccinate). Yield: 77.0%. RXN SMILES: [CH2:1]([C@H:5]([CH2:19][C:20]([OH:22])=[O:21])[C:6]([O:8][CH2:9][C:10]1[CH:15]=[CH:14][C:13]([N+:16]([O-:18])=[O:17])=[CH:12][CH:11]=1)=[O:7])[CH:2]([CH3:4])[CH3:3].[CH2:23]=[C:24]([CH3:26])[CH3:25].S(=O)(=O)(O)O.C(=O)([O-])O.[Na+]>C(OCC)C.O>[CH2:1]([C@H:5]([CH2:19][C:20]([O:22][C:24]([CH3:26])([CH3:25])[CH3:23])=[O:21])[C:6]([O:8][CH2:9][C:10]1[CH:11]=[CH:12][C:13]([N+:16]([O-:18])=[O:17])=[CH:14][CH:15]=1)=[O:7])[CH:2]([CH3:4])[CH3:3] |f:3.4|. Procedure: 9.4 g of 1-(4-nitrobenzyl) hydrogen 2(R)-isobutylsuccinate were dissolved in 30 ml of dry diethyl ether and the solution was cooled in a dry-ice/acetone bath. There were then added 70 ml of isobutene, followed dropwise by 0.64 ml of concentrated sulfuric acid. The reaction flask was tightly topped and the mixture was stirred at room temperature for 2 days. The mixture was made basic with saturated sodium hydrogen carbonate solution and water was added. The organic phase was separated and the aqu...